Dataset: the Open Reaction Database (ORD), a public repository of structured organic reaction records. Task: describe an organic reaction: reactants, conditions, products, and yield Starting materials: [H-].[Na+] (Sodium hydride), [N+](=O)([O-])C1=C2C=CNC2=CC=C1 (4-nitroindole), C(C)(C)(C)OC(=O)N1C=C(C2=CC=CN=C12)CCl (1-(t-Butyloxycarbonyl)-3-chloromethyl-7-azaindole). Solvent: C1CCOC1 (THF). Reaction conditions: time 4 hour. The product is [N+](=O)([O-])C1=C2C=CN(C2=CC=C1)CC1=CNC2=NC=CC=C21 (3-[(4-nitro-1H-indol-1-yl)methyl]-1H-pyrrolo[2,3-b]pyridine). The yield is 34.0%. As a reaction SMILES: [H-].[Na+].[N+:3]([C:6]1[CH:14]=[CH:13][CH:12]=[C:11]2[C:7]=1[CH:8]=[CH:9][NH:10]2)([O-:5])=[O:4].C(OC([N:22]1[C:30]2[C:25](=[CH:26][CH:27]=[CH:28][N:29]=2)[C:24]([CH2:31]Cl)=[CH:23]1)=O)(C)(C)C>C1COCC1>[N+:3]([C:6]1[CH:14]=[CH:13][CH:12]=[C:11]2[C:7]=1[CH:8]=[CH:9][N:10]2[CH2:31][C:24]1[C:25]2[C:30](=[N:29][CH:28]=[CH:27][CH:26]=2)[NH:22][CH:23]=1)([O-:5])=[O:4] |f:0.1|. Reported procedure: Sodium hydride (144 mg, 6 mmol) was added to a solution of 4-nitroindole (973 mg, 6 mmol) in THF, and the resulting mixture was stirred for 4 h. 1-(t-Butyloxycarbonyl)-3-chloromethyl-7-azaindole (Int-14, 1.5 g, 5.5 mmol) was then added. Upon completion (by TLC), the reaction was quenched with saturated aqueous ammonium chloride. The organic layer was separated and the aqueous layer was extracted with ethyl acetate. The combined organic layers were washed with brine, dried over anhydrous sodium s... Reactants: CCN=C=NCCCN(C)C, CNOC, CCOC(C)=O, CCN(C(C)C)C(C)C, CN(C)C=O, O=C(O)c1ccc(O)c(CN2CCOCC2)c1, On1nnc2ccccc21. Product: CON(C)C(=O)c1ccc(O)c(CN2CCOCC2)c1. Reaction SMILES: [CH3:1][CH2:2][N:3]=[C:4]=[N:5][CH2:6][CH2:7][CH2:8][N:9]([CH3:10])[CH3:11].[CH3:29][NH:30][O:31][CH3:32].[CH3:57][CH2:58][O:59][C:60]([CH3:61])=[O:62].[CH:33]([N:34]([CH2:35][CH3:36])[CH:37]([CH3:38])[CH3:39])([CH3:40])[CH3:41].[O:52]=[CH:53][N:54]([CH3:55])[CH3:56].[OH:12][c:13]1[c:14]([CH2:22][N:23]2[CH2:24][CH2:25][O:26][CH2:27][CH2:28]2)[cH:15][c:16]([C:17](=[O:18])[OH:19])[cH:20][cH:21]1.[OH:42][n:43]1[c:44]2[c:45]([cH:46][cH:47][cH:48][cH:49]2)[n:50][n:51]1>>[OH:12][c:13]1[c:14]([CH2:22][N:23]2[CH2:24][CH2:25][O:26][CH2:27][CH2:28]2)[cH:15][c:16]([C:17](=[O:19])[N:30]([CH3:29])[O:31][CH3:32])[cH:20][cH:21]1. The reactants are CCOC(C)=O, C=Cc1cnn(C)c1-c1csc(C(=O)OC)c1. Product: CCc1cnn(C)c1-c1csc(C(=O)OC)c1. RXN SMILES: [CH3:18][CH2:19][O:20][C:21](=[O:22])[CH3:23].[CH:1](=[CH2:2])[c:3]1[cH:4][n:5][n:6]([CH3:17])[c:7]1-[c:8]1[cH:9][c:10]([C:13](=[O:14])[O:15][CH3:16])[s:11][cH:12]1>>[CH2:1]([CH3:2])[c:3]1[cH:4][n:5][n:6]([CH3:17])[c:7]1-[c:8]1[cH:9][c:10]([C:13](=[O:14])[O:15][CH3:16])[s:11][cH:12]1. The reactants are CC(C)[Si](OCCC(CN(C)C(=O)OC(C)(C)C)c1ccc(Br)cc1)(C(C)C)C(C)C, [C-]#N, [C-]#N, CC#N, CN(C)C=O, O=C(C=Cc1ccccc1)C=Cc1ccccc1, O=C(C=Cc1ccccc1)C=Cc1ccccc1, O=C(C=Cc1ccccc1)C=Cc1ccccc1, [Pd], [Pd], [Zn+2], Cc1ccccc1P(c1ccccc1C)c1ccccc1C. Yields the product CC(C)[Si](OCCC(CN(C)C(=O)OC(C)(C)C)c1ccc(C#N)cc1)(C(C)C)C(C)C. RXN SMILES: [Br:1][c:2]1[cH:3][cH:4][c:5]([CH:8]([CH2:9][N:10]([C:11]([O:12][C:13]([CH3:14])([CH3:15])[CH3:16])=[O:17])[CH3:18])[CH2:19][CH2:20][O:21][Si:22]([CH:23]([CH3:24])[CH3:25])([CH:26]([CH3:27])[CH3:28])[CH:29]([CH3:30])[CH3:31])[cH:6][cH:7]1.[C-:113]#[N:114].[C-:116]#[N:117].[CH3:54][C:55]#[N:56].[O:118]=[CH:119][N:120]([CH3:121])[CH3:122].[O:59]=[C:60]([CH:61]=[CH:62][c:63]1[cH:64][cH:65][cH:66][cH:67][cH:68]1)[CH:69]=[CH:70][c:71]1[cH:72][cH:73][cH:74][cH:75][cH:76]1.[O:77]=[C:78]([CH:79]=[CH:80][c:81]1[cH:82][cH:83][cH:84][cH:85][cH:86]1)[CH:87]=[CH:88][c:89]1[cH:90][cH:91][cH:92][cH:93][cH:94]1.[O:95]=[C:96]([CH:97]=[CH:98][c:99]1[cH:100][cH:101][cH:102][cH:103][cH:104]1)[CH:105]=[CH:106][c:107]1[cH:108][cH:109][cH:110][cH:111][cH:112]1.[Pd:57].[Pd:58].[Zn+2:115].[c:32]1([CH3:33])[cH:34][cH:35][cH:36][cH:37][c:38]1[P:39]([c:40]1[cH:41][cH:42][cH:43][cH:44][c:45]1[CH3:46])[c:47]1[cH:48][cH:49][cH:50][cH:51][c:52]1[CH3:53]>>[c:2]1([C:55]#[N:56])[cH:3][cH:4][c:5]([CH:8]([CH2:9][N:10]([C:11]([O:12][C:13]([CH3:14])([CH3:15])[CH3:16])=[O:17])[CH3:18])[CH2:19][CH2:20][O:21][Si:22]([CH:23]([CH3:24])[CH3:25])([CH:26]([CH3:27])[CH3:28])[CH:29]([CH3:30])[CH3:31])[cH:6][cH:7]1. Starting materials: [Al+3], CCOCC, COC(c1sc2ccc(Cl)cc2c1Cl)C(C)[N+](=O)[O-], [H-], [H-], [H-], [H-], [Li+], O. The product is COC(c1sc2ccc(Cl)cc2c1Cl)C(C)N. RXN SMILES: [Al+3:2].[CH2:27]([O:28][CH2:29][CH3:30])[CH3:31].[Cl:7][c:8]1[c:9]2[c:10]([s:11][c:12]1[CH:13]([CH:14]([CH3:15])[N+:16]([O-:17])=[O:18])[O:19][CH3:20])[cH:21][cH:22][c:23]([Cl:25])[cH:24]2.[H-:1].[H-:4].[H-:5].[H-:6].[Li+:3].[OH2:26]>>[Cl:7][c:8]1[c:9]2[c:10]([s:11][c:12]1[CH:13]([CH:14]([CH3:15])[NH2:16])[O:19][CH3:20])[cH:21][cH:22][c:23]([Cl:25])[cH:24]2. The reactants are solution, C1(=CC=CC=C1)[Mg]Br (phenylmagnesium bromide), O (water), Cl (hydrochloric acid), ClP1OC2=C(C3=C1C=CC=C3)C=CC=C2 (6-chloro-6H-dibenz[c,e][1,2]oxa-phosphorine). Run in O1CCCC1 (tetrahydrofuran), C(C)(=O)OCC (ethyl acetate), O1CCCC1 (tetrahydrofuran). Yields the product OC1=C(C=CC=C1)C1=C(C=CC=C1)P(C1=CC=CC=C1)C1=CC=CC=C1 (2'-hydroxy-2-diphenylphosphinobiphenyl). Reaction SMILES: Cl[P:2]1[C:7]2[CH:8]=[CH:9][CH:10]=[CH:11][C:6]=2[C:5]2[CH:12]=[CH:13][CH:14]=[CH:15][C:4]=2[O:3]1.[C:16]1([Mg]Br)[CH:21]=[CH:20][CH:19]=[CH:18][CH:17]=1.O.Cl>O1CCCC1.C(OCC)(=O)C>[OH:3][C:4]1[CH:15]=[CH:14][CH:13]=[CH:12][C:5]=1[C:6]1[CH:11]=[CH:10][CH:9]=[CH:8][C:7]=1[P:2]([C:4]1[CH:15]=[CH:14][CH:13]=[CH:12][CH:5]=1)[C:16]1[CH:21]=[CH:20][CH:19]=[CH:18][CH:17]=1. Reported procedure: 12.3 g (52.4 mmol) of 6-chloro-6H-dibenz[c,e][1,2]oxa-phosphorine in 80 ml of anhydrous tetrahydrofuran are introduced, in an argon atmosphere with stirring, and 66 ml of a 2M solution of phenylmagnesium bromide in tetrahydrofuran are added dropwise. The temperature increases in the course of this from 25° to 40° C. The mixture is then stirred for 4 hours at 65° C., cooled to room temperature and 100 ml of water and 100 ml of ethyl acetate are added. The mixture is neutralized with dilute hydroc... The reactants are COC1=CC=C(C(=O)O[C@H]2C[C@@](O[C@@H](C2)CCCC=C)([C@H]2N(C(SC2)=O)CC2=CC=C(C=C2)OC)OC)C=C1 ((2R,4R,6R)-2-methoxy-2-((R)-3-(4-methoxybenzyl)-2-oxothiazolidin-4-yl)-6-(pent-4-enyl)-tetrahydro-2H-pyran-4-yl 4-methoxybenzoate), CO[C@]1(O[C@@H]2CCC\C=C/CC\C(=C/C(O[C@@H](C1)C2)=O)\C)[C@H]2N(C(SC2)=O)CC2=CC=C(C=C2)OC ((R)-4-((1R,4Z,8Z,13R,15R)-15-methoxy-5-methyl-3-oxo-2,14-dioxa-bicyclo[11.3.1]heptadeca-4,8-dien-15-yl)-3-(4-methoxybenzyl)thiazolidin-2-one). The product is COC1=CC=C(C(=O)O[C@H]2C[C@@](O[C@@H](C2)CCCC=C)([C@H]2NC(SC2)=O)O)C=C1 ((2R,4R,6R)-2-Hydroxy-2-((R)-2-oxothiazolidin-4-yl)-6-(pent-4-enyl)-tetrahydro-2H-pyran-4-yl 4-Methoxybenzoate). RXN SMILES: [CH3:1][O:2][C:3]1[CH:39]=[CH:38][C:6]([C:7]([O:9][C@@H:10]2[CH2:15][C@@H:14]([CH2:16][CH2:17][CH2:18][CH:19]=[CH2:20])[O:13][C@@:12]([O:36]C)([C@@H:21]3[CH2:25][S:24][C:23](=[O:26])[N:22]3CC3C=CC(OC)=CC=3)[CH2:11]2)=[O:8])=[CH:5][CH:4]=1.CO[C@]1([C@@H]2CSC(=O)N2CC2C=CC(OC)=CC=2)C[C@H]2C[C@@H](CCCC=CCCC(C)=CC(=O)O2)O1>>[CH3:1][O:2][C:3]1[CH:4]=[CH:5][C:6]([C:7]([O:9][C@@H:10]2[CH2:15][C@@H:14]([CH2:16][CH2:17][CH2:18][CH:19]=[CH2:20])[O:13][C@@:12]([OH:36])([C@@H:21]3[CH2:25][S:24][C:23](=[O:26])[NH:22]3)[CH2:11]2)=[O:8])=[CH:38][CH:39]=1. Reported procedure: Application of the method shown in Example 46, with the modification that (2R,4R,6R)-2-methoxy-2-((R)-3-(4-methoxybenzyl)-2-oxothiazolidin-4-yl)-6-(pent-4-enyl)-tetrahydro-2H-pyran-4-yl 4-methoxybenzoate was substituted for (R)-4-((1R,4Z,8Z,13R,15R)-15-methoxy-5-methyl-3-oxo-2,14-dioxa-bicyclo[11.3.1]heptadeca-4,8-dien-15-yl)-3-(4-methoxybenzyl)thiazolidin-2-one, afforded the title compound.